This data is from the Open Reaction Database (ORD), a public repository of structured organic reaction records. The task is: describe an organic reaction: reactants, conditions, products, and yield Starting materials: ClC=1C=CC(=NC1)C1=CC=CC=C1 (5-Chloro-2-phenylpyridine), Ni(dppe)Cl2, C(C)[Mg]Br (Ethylmagnesium bromide). Solvent: C1CCOC1 (THF). Conditions: temperature 0 celsius, time 3 hour. Product: C(C)C=1C=CC(=NC1)C1=CC=CC=C1 (5-ethyl-2-phenylpyridine). The yield is 18.8%. Reaction SMILES: Cl[C:2]1[CH:3]=[CH:4][C:5]([C:8]2[CH:13]=[CH:12][CH:11]=[CH:10][CH:9]=2)=[N:6][CH:7]=1.[CH2:14]([Mg]Br)[CH3:15]>C1COCC1>[CH2:14]([C:2]1[CH:3]=[CH:4][C:5]([C:8]2[CH:13]=[CH:12][CH:11]=[CH:10][CH:9]=2)=[N:6][CH:7]=1)[CH3:15]. Procedure details: 5-Chloro-2-phenylpyridine (16 g, 84 mmol) and Ni(dppe)Cl2 (0.891 g, 1.687 mmol) were added to 300 mL of THF and the reaction mixture was degassed with nitrogen for 20 min. before being cooled to 0° C. Ethylmagnesium bromide (169 mL, 169 mmol) was added dropwise over a period of 60 min. and the reaction mixture stirred for and additional 3 h at before warming to room temperature overnight. The reaction mixture was recooled to 0° C. and quenched with 250 mL of water, extracted with EtOAc and the o... The reactants are O1C(=CC=C1)C#N (2-furancarbonitrile), O1C(=CC=C1)C#N (2-furancarbonitrile), P(=O)([O-])([O-])[O-].[K+].[K+].[K+] (potassium phosphate), suspension, C(C)#N.O (acetonitrile water), CN(C(C1=CC=CC=C1)=O)C (N,N-dimethylbenzamide), O1C(=CC=C1)C#N (2-furancarbonitrile). Run in C(C)#N (acetonitrile). Run at time 30 minute. Product: O1C(=CC=C1)C(=O)N (2-furancarboxamide), O1C(=CC=C1)C(=O)O (2-furancarboxylic acid). RXN SMILES: P([O-])([O-])([O-])=[O:2].[K+].[K+].[K+].[O:9]1[CH:13]=[CH:12][CH:11]=[C:10]1[C:14]#[N:15].C(#N)C.[OH2:19].CN(C)[C:22](=[O:29])[C:23]1[CH:28]=[CH:27][CH:26]=CC=1>C(#N)C>[O:9]1[CH:13]=[CH:12][CH:11]=[C:10]1[C:14]([NH2:15])=[O:29].[O:19]1[CH:26]=[CH:27][CH:28]=[C:23]1[C:22]([OH:29])=[O:2] |f:0.1.2.3,5.6|. Procedure: To a 15-mL polypropylene centrifuge tube was added 3.78 mL of 50 mM potassium phosphate buffer (pH 7.0), 1.0 mL of a suspension of 22.1 mg dry cell weight E. coli SW132 wet cells (prepared as described in Example 10) in 50 mM potassium phosphate buffer (pH 7.0), and 0.2381 g of 2-furancarbonitrile. The final concentration of 2-furancarbonitrile was 0.506 M. The reaction mixture was mixed on a rotating platform at 23° C. After 30 min, 7.50 mL of 95:5 acetonitrile/water containing 0.30 M N,N-dimet... Starting materials: NNC(=O)c1ccccc1Br, CO, O=C=Nc1ccccc1. Product: O=C(NNC(=O)c1ccccc1Br)Nc1ccccc1. RXN SMILES: [Br:1][c:2]1[c:3]([C:4](=[O:5])[NH:6][NH2:7])[cH:8][cH:9][cH:10][cH:11]1.[CH3:21][OH:22].[O:12]=[C:13]=[N:14][c:15]1[cH:16][cH:17][cH:18][cH:19][cH:20]1>>[Br:1][c:2]1[c:3]([C:4](=[O:5])[NH:6][NH:7][C:13](=[O:12])[NH:14][c:15]2[cH:16][cH:17][cH:18][cH:19][cH:20]2)[cH:8][cH:9][cH:10][cH:11]1. The reactants are NC1=C(C=CC=C1)N1CCOCC1 (4-(2-aminophenyl)morpholine), CN=C=S (methyl isothiocyanate). Run in ClCCl (dichloromethane). Run at time 36 hour. The product is O1CCN(CC1)C1=C(C=CC=C1)NC(=S)NC (1-(2-morpholinophenyl)-3-methylthiourea). As a reaction SMILES: [NH2:1][C:2]1[CH:7]=[CH:6][CH:5]=[CH:4][C:3]=1[N:8]1[CH2:13][CH2:12][O:11][CH2:10][CH2:9]1.[CH3:14][N:15]=[C:16]=[S:17]>ClCCl>[O:11]1[CH2:12][CH2:13][N:8]([C:3]2[CH:4]=[CH:5][CH:6]=[CH:7][C:2]=2[NH:1][C:16]([NH:15][CH3:14])=[S:17])[CH2:9][CH2:10]1. Reported procedure: A solution of 4-(2-aminophenyl)morpholine (5.3 g) in dichloromethane (25 ml) was treated with methyl isothiocyanate (3.2 g) and the mixture stirred at room temperature for 36 hours to yield 1-(2-morpholinophenyl)-3-methylthiourea (m.p. 115°-116° C.) which was recrystallised from a 4:1 mixture of ethyl acetate and hexane. Reactants: C1(CCCCC1)NC(=O)C1=CC=C(C2=CC=CC=C12)S(NC1CCNCC1)(=O)=O (4-(piperidin-4-ylsulfamoyl)-naphthalene-1-carboxylic acid cyclohexylamide), CN(C(=O)Cl)C (dimethylcarbamyl chloride), ClC(=O)OCC (ethyl chloroformate). Product: CN(C(=O)N1CCC(CC1)NS(=O)(=O)C1=CC=C(C2=CC=CC=C12)C(NC1CCOCC1)=O)C (4-[4-(Tetrahydro-pyran-4-ylcarbamoyl)-naphthalene-1-sulfonylamino]-piperidine-1-carboxylic acid dimethylamide). As a reaction SMILES: [CH:1]1([NH:7][C:8]([C:10]2[C:19]3[C:14](=[CH:15][CH:16]=[CH:17][CH:18]=3)[C:13]([S:20](=[O:29])(=[O:28])[NH:21][CH:22]3[CH2:27][CH2:26][NH:25][CH2:24][CH2:23]3)=[CH:12][CH:11]=2)=[O:9])[CH2:6][CH2:5]C[CH2:3][CH2:2]1.[CH3:30][N:31]([CH3:35])[C:32](Cl)=[O:33].ClC(OCC)=[O:38]>>[CH3:30][N:31]([CH3:35])[C:32]([N:25]1[CH2:26][CH2:27][CH:22]([NH:21][S:20]([C:13]2[C:14]3[C:19](=[CH:18][CH:17]=[CH:16][CH:15]=3)[C:10]([C:8](=[O:9])[NH:7][CH:1]3[CH2:6][CH2:5][O:38][CH2:3][CH2:2]3)=[CH:11][CH:12]=2)(=[O:28])=[O:29])[CH2:23][CH2:24]1)=[O:33]. Procedure: The title compound was prepared according to the general procedure in Scheme 11, substituting 4-(piperidin-4-ylsulfamoyl)-naphthalene-1-carboxylic acid (tetrahydro-pyran-4-yl)-amide for 4-(piperidin-4-ylsulfamoyl)-naphthalene-1-carboxylic acid cyclohexylamide, and dimethylcarbamyl chloride for ethyl chloroformate. Wt.: 125 mg (78%). 1H NMR (300 MHz, CDCl3) δ 8.8.59 (m, 1H), 8.29 (m, 1H), 8.23 (d, 1H), 7.69 (m, 2H), 7.58 (d, 1H), 6.17 (d, 1H), 4.82 (d, 1H), 4.32 (m, 1H), 4.03 (m, 2H), 3.57 (m, 2H... Procedure details: The product is produced as described in example 22 from 6.4 g. of 8-[3-(2-chlorobenzyl)-2-oxo-benzimidazolin-1-yl]-caprylic acid methyl ester and 1.2 g. of sodium hydroxide. Starting materials: COC(CCCCCCCN1C(N(C2=C1C=CC=C2)CC2=C(C=CC=C2)Cl)=O)=O (8-[3-(2-chlorobenzyl)-2-oxo-benzimidazolin-1-yl]-caprylic acid methyl ester), [OH-].[Na+] (sodium hydroxide). Reaction SMILES: C[O:2][C:3](=[O:29])[CH2:4][CH2:5][CH2:6][CH2:7][CH2:8][CH2:9][CH2:10][N:11]1[C:15]2[CH:16]=[CH:17][CH:18]=[CH:19][C:14]=2[N:13]([CH2:20][C:21]2[CH:26]=[CH:25][CH:24]=[CH:23][C:22]=2[Cl:27])[C:12]1=[O:28].[OH-].[Na+]>>[Cl:27][C:22]1[CH:23]=[CH:24][CH:25]=[CH:26][C:21]=1[CH2:20][N:13]1[C:14]2[CH:19]=[CH:18][CH:17]=[CH:16][C:15]=2[N:11]([CH2:10][CH2:9][CH2:8][CH2:7][CH2:6][CH2:5][CH2:4][C:3]([OH:29])=[O:2])[C:12]1=[O:28] |f:1.2|. Yields the product ClC1=C(CN2C(N(C3=C2C=CC=C3)CCCCCCCC(=O)O)=O)C=CC=C1 (8-[3-(2-Chlorobenzyl)-2-oxo-benzimidazolin-1-yl]-caprylic acid). Starting materials: FC=1C=C2NC(C=3N(C2=CC1)C=CC3)C (7-fluoro-4-methyl-4,5-dihydropyrrolo[1,2-a]quinoxaline), C(C1=CC=C(C=C1)OC)(=O)Cl (p-anisoyl chloride). Yields the product FC=1C=C2N(C(C=3N(C2=CC1)C=CC3)C)C(C3=CC=C(C=C3)OC)=O (7-Fluoro-5-(4-methoxybenzoyl)-4-methyl-4,5-dihydropyrrolo[1,2-a]quinoxaline). As a reaction SMILES: [F:1][C:2]1[CH:3]=[C:4]2[C:9](=[CH:10][CH:11]=1)[N:8]1[CH:12]=[CH:13][CH:14]=[C:7]1[CH:6]([CH3:15])[NH:5]2.[C:16](Cl)(=[O:25])[C:17]1[CH:22]=[CH:21][C:20]([O:23][CH3:24])=[CH:19][CH:18]=1>>[F:1][C:2]1[CH:3]=[C:4]2[C:9](=[CH:10][CH:11]=1)[N:8]1[CH:12]=[CH:13][CH:14]=[C:7]1[CH:6]([CH3:15])[N:5]2[C:16](=[O:25])[C:17]1[CH:22]=[CH:21][C:20]([O:23][CH3:24])=[CH:19][CH:18]=1. Reported procedure: 7-Fluoro-5-(4-methoxybenzoyl)-4-methyl-4,5-dihydropyrrolo[1,2-a]quinoxaline was prepared from the product of Example 47 and p-anisoyl chloride according to the procedure of Example 106, Step 2. MS (ESI) m/z 337; Anal. Calcd for C20H17FN2O2: C, 71.42; H, 5.09; N, 8.33. Found: C, 70.89; H, 4.96; N, 8.01.